From a dataset of the Open Reaction Database (ORD), a public repository of structured organic reaction records. describe an organic reaction: reactants, conditions, products, and yield Reactants: [I-].[K+] (potassium iodide), CC1=CC=C(C=C1)C1=C(C=CC=C1)N (4-methyl-2'-amino-1,1'-biphenyl), Cl (hydrochloric acid), N(=O)[O-].[Na+] (sodium nitrite). Reagents/catalysts: II (iodine). The solvent is O (water), O (water), O (water). Reaction conditions: temperature -5 celsius, time 10 minute. The product is CC1=CC=C(C=C1)C1=C(C=CC=C1)I (4-Methyl-2'-iodo-1,1'-biphenyl). Isolated yield 58.2%. Reaction SMILES: [CH3:1][C:2]1[CH:7]=[CH:6][C:5]([C:8]2[CH:13]=[CH:12][CH:11]=[CH:10][C:9]=2N)=[CH:4][CH:3]=1.Cl.N([O-])=O.[Na+].[I-:20].[K+]>O.II>[CH3:1][C:2]1[CH:7]=[CH:6][C:5]([C:8]2[CH:13]=[CH:12][CH:11]=[CH:10][C:9]=2[I:20])=[CH:4][CH:3]=1 |f:2.3,4.5|. Procedure details: A suspension of 10.0 g (54.6 mmol) of 4-methyl-2'-amino-1,1'-biphenyl in 135 mL of water containing 15 mL of concentrated hydrochloric acid was cooled at -5° C. and treated dropwise with a solution of 3.94 g (57.1 mmol) of sodium nitrite in 9.24 mL of water while maintaining the temperature below 0° C. After the addition was complete, the reaction mixture was stirred an additional 10 minutes. The reaction mixture was slowly poured into a vigorously stirred solution of 29.6 g (178 mmol) of potass... Reactants: C1(=C(C(=CC(=C1)C)C)C1=NC(=NC(=N1)C1=C(C=C(C=C1)O)O)C1=C(C=C(C=C1)O)O)C (2-mesityl-4,6-bis(2,4-dihydroxyphenyl)-1,3,5-triazine), C1(=C(C(=CC(=C1)C)C)C1=NC(=NC(=N1)C1=C(C=C(C=C1)O)O)C1=C(C=C(C=C1)O)O)C (2-mesityl-4,6-bis(2,4-dihydroxyphenyl)-1,3,5-triazine), C(C1CO1)OCCCC (n-butyl glycidyl ether). Reagents/catalysts: [Br-].C(C)[P+](C1=CC=CC=C1)(C1=CC=CC=C1)C1=CC=CC=C1 (ethyltriphenylphosphonium bromide). Run in C1(=CC(=CC(=C1)C)C)C (mesitylene), C(C)(=O)OCC (ethyl acetate). Reaction conditions: temperature 140 celsius, time 21 hour. Product: C1(=C(C(=CC(=C1)C)C)C1=NC(=NC(=N1)C1=C(C=C(C=C1)OCC(COCCCC)O)O)C1=C(C=C(C=C1)OCC(COCCCC)O)O)C (2-mesityl-4,6-bis(2-hydroxy-4-[3-n-butoxy-2-hydroxy-propoxy]phenyl)-1,3,5-triazine). Yield: 104.8%. RXN SMILES: [C:1]1([CH3:31])[CH:6]=[C:5]([CH3:7])[CH:4]=[C:3]([CH3:8])[C:2]=1[C:9]1[N:14]=[C:13]([C:15]2[CH:20]=[CH:19][C:18]([OH:21])=[CH:17][C:16]=2[OH:22])[N:12]=[C:11]([C:23]2[CH:28]=[CH:27][C:26]([OH:29])=[CH:25][C:24]=2[OH:30])[N:10]=1.[CH2:32]([O:36][CH2:37][CH2:38][CH2:39][CH3:40])[CH:33]1[O:35][CH2:34]1>[Br-].C([P+](C1C=CC=CC=1)(C1C=CC=CC=1)C1C=CC=CC=1)C.C1(C)C=C(C)C=C(C)C=1.C(OCC)(=O)C>[C:1]1([CH3:31])[CH:6]=[C:5]([CH3:7])[CH:4]=[C:3]([CH3:8])[C:2]=1[C:9]1[N:10]=[C:11]([C:23]2[CH:28]=[CH:27][C:26]([O:29][CH2:34][CH:33]([OH:35])[CH2:32][O:36][CH2:37][CH2:38][CH2:39][CH3:40])=[CH:25][C:24]=2[OH:30])[N:12]=[C:13]([C:15]2[CH:20]=[CH:19][C:18]([O:21][CH2:34][CH:33]([OH:35])[CH2:32][O:36][CH2:37][CH2:38][CH2:39][CH3:40])=[CH:17][C:16]=2[OH:22])[N:14]=1 |f:2.3|. Reported procedure: A mixture of 20.0 g (0.048 mol) of 2-mesityl-4,6-bis(2,4-dihydroxyphenyl)-1,3,5-triazine (compound 1b), 13.8 g (0.105 mol) of n-butyl glycidyl ether (purity 95%) and 1.8 g (4.8 mmol) of ethyltriphenylphosphonium bromide (purity 97%) in 100 ml of mesitylene (purity 99%) is stirred at 140° C. under nitrogen for 21 hours. Decantation and evaporation of the remaining solvent gives 41.2 g of crude product. This is dissolved in 100 ml of ethyl acetate and filtered through a 10.5 cm layer of silica gel... Reactants: [BH4-], O=C(O)CCC(=O)c1ccc(-c2ccccc2F)cc1, [K+], [Na+], [OH-], O. The product is O=C(O)CCC(O)c1ccc(-c2ccccc2F)cc1. As a reaction SMILES: [BH4-:21].[F:1][c:2]1[c:3](-[c:8]2[cH:9][cH:10][c:11]([C:14]([CH2:15][CH2:16][C:17](=[O:18])[OH:19])=[O:20])[cH:12][cH:13]2)[cH:4][cH:5][cH:6][cH:7]1.[K+:24].[Na+:22].[OH-:23].[OH2:25]>>[F:1][c:2]1[c:3](-[c:8]2[cH:9][cH:10][c:11]([CH:14]([CH2:15][CH2:16][C:17](=[O:18])[OH:19])[OH:20])[cH:12][cH:13]2)[cH:4][cH:5][cH:6][cH:7]1. Reactants: COc1ccc(COCC2COC(C)(C)O2)cc1, CO, Cl, [Na+], O=C([O-])O. Yields the product COc1ccc(COCC(O)CO)cc1. As a reaction SMILES: [CH3:1][O:2][c:3]1[cH:4][cH:5][c:6]([CH2:7][O:8][CH2:9][CH:10]2[O:11][C:12]([CH3:15])([CH3:16])[O:13][CH2:14]2)[cH:17][cH:18]1.[CH3:25][OH:26].[ClH:19].[Na+:20].[OH:21][C:22](=[O:23])[O-:24]>>[CH3:1][O:2][c:3]1[cH:4][cH:5][c:6]([CH2:7][O:8][CH2:9][CH:10]([OH:11])[CH2:14][OH:13])[cH:17][cH:18]1. Reactants: CCCCCC(=O)C=P(c1ccccc1)(c1ccccc1)c1ccccc1, C1CCOC1, O=CC1CCC(O)C1CCCCCCCO. The product is CCCCCC(=O)C=CC1CCC(O)C1CCCCCCCO. As a reaction SMILES: [C:17]([CH2:18][CH2:19][CH2:20][CH2:21][CH3:22])(=[O:23])[CH:24]=[P:25]([c:26]1[cH:27][cH:28][cH:29][cH:30][cH:31]1)([c:32]1[cH:33][cH:34][cH:35][cH:36][cH:37]1)[c:38]1[cH:39][cH:40][cH:41][cH:42][cH:43]1.[O:44]1[CH2:45][CH2:46][CH2:47][CH2:48]1.[OH:1][CH:2]1[CH:3]([CH2:9][CH2:10][CH2:11][CH2:12][CH2:13][CH2:14][CH2:15][OH:16])[CH:4]([CH:7]=[O:8])[CH2:5][CH2:6]1>>[OH:1][CH:2]1[CH:3]([CH2:9][CH2:10][CH2:11][CH2:12][CH2:13][CH2:14][CH2:15][OH:16])[CH:4]([CH:7]=[CH:24][C:17]([CH2:18][CH2:19][CH2:20][CH2:21][CH3:22])=[O:23])[CH2:5][CH2:6]1. Solvent: O1CCCC1 (tetrahydrofuran). Product: C(C1=CC=CC=C1)OC(=O)N1CCC2(C(COC2)O)CC1 (4-Hydroxy-2-oxa-8-aza-spiro[4.5]decane-8-carboxylic acid benzyl ester). Run at time 2 hour. Reactants: N(=NC(=O)OCC)C(=O)OCC (Diethyl azodicarboxylate), C(C1=CC=CC=C1)OC(=O)N1CCC(CC1)(CO)C(CO)O (4-(1,2-dihydroxyethyl)-4-hydroxymethyl-piperidine-1-carboxylic acid benzyl ester), C1(=CC=CC=C1)P(C1=CC=CC=C1)C1=CC=CC=C1 (triphenylphosphine). Yield: 75.5%. Procedure details: Diethyl azodicarboxylate (1.4 g, 8.1 mmol) was added to a solution of 4-(1,2-dihydroxyethyl)-4-hydroxymethyl-piperidine-1-carboxylic acid benzyl ester (Description 3; 2 g, 6.5 mmol) and triphenylphosphine (2.4 g, 9.1 mmol) in tetrahydrofuran (40 ml). The reaction was stirred at room temperature for 2 hours then the solvent was removed in vacuo. The residue was purified by flash column chromatography on silica, eluting with 1, 2 and 4% methanol/dichloromethane, to give the title compound (1.43 g,... RXN SMILES: N(C(OCC)=O)=NC(OCC)=O.[CH2:13]([O:20][C:21]([N:23]1[CH2:28][CH2:27][C:26]([CH:31]([OH:34])[CH2:32][OH:33])([CH2:29]O)[CH2:25][CH2:24]1)=[O:22])[C:14]1[CH:19]=[CH:18][CH:17]=[CH:16][CH:15]=1.C1(P(C2C=CC=CC=2)C2C=CC=CC=2)C=CC=CC=1>O1CCCC1>[CH2:13]([O:20][C:21]([N:23]1[CH2:28][CH2:27][C:26]2([CH2:29][O:33][CH2:32][CH:31]2[OH:34])[CH2:25][CH2:24]1)=[O:22])[C:14]1[CH:19]=[CH:18][CH:17]=[CH:16][CH:15]=1.